From a dataset of the Open Reaction Database (ORD), a public repository of structured organic reaction records. describe an organic reaction: reactants, conditions, products, and yield Reactants: [N+](=O)([O-])C=1C(=NC=CC1)N1CCC(CC1)=CC#C (3-Nitro-2-(4-prop-2-ynylidenepiperidin-1-yl)pyridine), BrC=1C=NC2=CC=CC=C2C1 (3-bromoquinoline), [F-].C(CCC)[N+](CCCC)(CCCC)CCCC (tetra-butylammonium fluoride). The reagents and catalysts are Cl[Pd]([P](C1=CC=CC=C1)(C2=CC=CC=C2)C3=CC=CC=C3)([P](C4=CC=CC=C4)(C5=CC=CC=C5)C6=CC=CC=C6)Cl (bis-(triphenylphosphine)palladium dichloride). Solvent: O (water). Product: [N+](=O)([O-])C=1C(=NC=CC1)N1CCC(CC1)=CC#CC=1C=NC2=CC=CC=C2C1 (3-{3-[1-(3-Nitropyridin-2-yl)piperidin-4-ylidene]prop-1-ynyl}quinoline). Yield: 655.7%. Reaction SMILES: [N+:1]([C:4]1[C:5]([N:10]2[CH2:15][CH2:14][C:13](=[CH:16][C:17]#[CH:18])[CH2:12][CH2:11]2)=[N:6][CH:7]=[CH:8][CH:9]=1)([O-:3])=[O:2].Br[C:20]1[CH:21]=[N:22][C:23]2[C:28]([CH:29]=1)=[CH:27][CH:26]=[CH:25][CH:24]=2.[F-].C([N+](CCCC)(CCCC)CCCC)CCC>Cl[Pd](Cl)([P](C1C=CC=CC=1)(C1C=CC=CC=1)C1C=CC=CC=1)[P](C1C=CC=CC=1)(C1C=CC=CC=1)C1C=CC=CC=1.O>[N+:1]([C:4]1[C:5]([N:10]2[CH2:15][CH2:14][C:13](=[CH:16][C:17]#[C:18][C:20]3[CH:21]=[N:22][C:23]4[C:28]([CH:29]=3)=[CH:27][CH:26]=[CH:25][CH:24]=4)[CH2:12][CH2:11]2)=[N:6][CH:7]=[CH:8][CH:9]=1)([O-:3])=[O:2] |f:2.3,^1:50,69|. Reported procedure: A well homogenised mixture of the Compound 1c (50 mg, 0.21 mmol), 3-bromoquinoline (0.039 ml, 0.21 mmol), bis-(triphenylphosphine)palladium dichloride (5 mg, 0.007 mmol) and tetra-butylammonium fluoride (215 mg, 0.82 mmol) was stirred at 80° C. for 1 h in a sealed vessel. The reaction mixture was cooled, poured into water and extracted with EtOAc. The combined organic layers were washed with brine, dried on Na2SO4 and evaporated to dryness in vacuo to afford a residue, which was purified by flas... Reactants: O1CCCC1 (tetrahydrofuran), [H-].[Al+3].[Li+].[H-].[H-].[H-] (lithium aluminum hydride), C12(CC3CC(CC(C1)C3)C2)C(=O)N2CCN(CC2)C(C=CC2=CC=CC=C2)=O (N-(1-adamantane carbonyl)-N' -cinnamoyl piperazine), Example 1 ( II ). Run in O (water). Reaction conditions: temperature 0 celsius. The product is C12(CC3CC(CC(C1)C3)C2)CN2CCN(CC2)CC=CC2=CC=CC=C2 (N-(1-adamantyl methyl)-N'-cinnamyl piperazine). Yield: 20.0%. Reaction SMILES: O1CCCC1.[C:6]12([C:16]([N:18]3[CH2:23][CH2:22][N:21]([C:24](=O)[CH:25]=[CH:26][C:27]4[CH:32]=[CH:31][CH:30]=[CH:29][CH:28]=4)[CH2:20][CH2:19]3)=O)[CH2:15][CH:10]3[CH2:11][CH:12]([CH2:14][CH:8]([CH2:9]3)[CH2:7]1)[CH2:13]2.[H-].[Al+3].[Li+].[H-].[H-].[H-]>O>[C:6]12([CH2:16][N:18]3[CH2:19][CH2:20][N:21]([CH2:24][CH:25]=[CH:26][C:27]4[CH:28]=[CH:29][CH:30]=[CH:31][CH:32]=4)[CH2:22][CH2:23]3)[CH2:13][CH:12]3[CH2:14][CH:8]([CH2:9][CH:10]([CH2:11]3)[CH2:15]1)[CH2:7]2 |f:2.3.4.5.6.7|. Reported procedure: To 20 ml of tetrahydrofuran, 1 g of N-(1-adamantane carbonyl)-N' -cinnamoyl piperazine which was obtained in Example 1 (II) was dissolved and to this 0.24 g of lithium aluminum hydride powder were added gradually at 0° C. After refluxing for 4 hrs., it was cooled to 0° C and water was added to this at 0° C carefully to separate an organic solvent layer, subsequently the solvent was distilled away. The residues were dissolved in chloroform which was washed with water, dehydrated and then was dist... Starting materials: N1=CC(=CC=C1)C=C1N2CCC(C1=O)CC2 (2-((3-Pyridinyl)methylene)-1-azabicyclo[2.2.2]octan-3-one), C[O-].[Na+] (sodium methoxide), Cl (HCl), [N+](=O)([O-])C (Nitromethane). Run in CO (methanol). Yields the product N1=CC(=CC=C1)C(C[N+](=O)[O-])C1N2CCC(C1=O)CC2 (2-(1-(3-Pyridinyl)-2-nitroethyl)-1-azabicyclo[2.2.2]octan-3-one). Isolated yield 63.6%. As a reaction SMILES: [N:1]1[CH:6]=[CH:5][CH:4]=[C:3]([CH:7]=[C:8]2[C:13](=[O:14])[CH:12]3[CH2:15][CH2:16][N:9]2[CH2:10][CH2:11]3)[CH:2]=1.C[O-].[Na+].[N+:20]([CH3:23])([O-:22])=[O:21].Cl>CO>[N:1]1[CH:6]=[CH:5][CH:4]=[C:3]([CH:7]([CH:8]2[C:13](=[O:14])[CH:12]3[CH2:11][CH2:10][N:9]2[CH2:16][CH2:15]3)[CH2:23][N+:20]([O-:22])=[O:21])[CH:2]=1 |f:1.2|. Procedure: 2-((3-Pyridinyl)methylene)-1-azabicyclo[2.2.2]octan-3-one (6.4 g, 0.024 mol) in dry methanol (45 mL) was added drop-wise to sodium methoxide (produced in situ, 0.036 mol). Nitromethane (3.7 mL, 0.068 mol) was then added, and the mixture was heated at reflux for 3 h. After cooling to room temperature, 1 N HCl was slowly added to adjust pH to 8. The mixture was concentrated by rotary evaporation to yield a solid brown residue. The residue was purified by column chromatography, using ethyl acetate/... The reactants are BrC=1C=C2C=C(C(=C(C2=CC1)OS(=O)(=O)C(F)(F)F)C(C(=O)OCC)=O)C (ethyl 2-(6-bromo-3-methyl-1-(trifluoromethylsulfonyloxy)naphthalen-2-yl)-2-oxoacetate), OC(C(=O)OCC)C=1C2=CC=CC=C2C=2C=CC=CC2C1O (ethyl 2-hydroxy-2-(10-hydroxyphenanthren-9-yl)acetate), 17F. Yields the product O=C(C(=O)OCC)C=1C2=CC=CC=C2C=2C=CC=CC2C1OS(=O)(=O)C(F)(F)F (ethyl 2-oxo-2-(10-(trifluoromethylsulfonyloxy)phenanthren-9-yl)acetate). As a reaction SMILES: Br[C:2]1[CH:3]=[C:4]2[C:9](=[CH:10][CH:11]=1)[C:8]([O:12][S:13]([C:16]([F:19])([F:18])[F:17])(=[O:15])=[O:14])=[C:7]([C:20](=[O:26])[C:21]([O:23][CH2:24][CH3:25])=[O:22])[C:6]([CH3:27])=[CH:5]2.O[CH:29]([C:35]1C2C(C3C=CC=CC=3C=1O)=CC=CC=2)[C:30](OCC)=O>>[O:26]=[C:20]([C:7]1[C:6]2[C:5]([C:4]3[CH:3]=[CH:2][CH:11]=[CH:10][C:9]=3[C:8]=1[O:12][S:13]([C:16]([F:17])([F:19])[F:18])(=[O:15])=[O:14])=[CH:35][CH:29]=[CH:30][CH:27]=2)[C:21]([O:23][CH2:24][CH3:25])=[O:22]. Procedure: Prepared by the similar method to make ethyl 2-(6-bromo-3-methyl-1-(trifluoromethylsulfonyloxy)naphthalen-2-yl)-2-oxoacetate in Example 20, using ethyl 2-hydroxy-2-(10-hydroxyphenanthren-9-yl)acetate instead of ethyl 2-(6-bromo-1-hydroxy-3-methylnaphthalen-2-yl)-2-hydroxyacetate. 1H-NMR: 400 MHz, (CDCl3) δ: 8.77-8.74 (m, 2H), 8.25 (d, J=4.0 Hz, 1H), 7.87-7.84 (m, 2H), 7.81-7.77 (m, 2H), 7.70-7.67 (m, 2H), 4.44-4.38 (m, 2H), 1.37 (t, J=7.2 Hz, 3H). 17F-NMR: 400 MHz, (CDCl3) δ: −73.18 (s). Reactants: N(=[N+]=[N-])CC=1C=CC(=C(C1)S(=O)(=O)NC1CC1)Cl (5-(azidomethyl)-2-chloro-N-cyclopropylbenzenesulfonamide), C1(=CC=CC=C1)P(C1=CC=CC=C1)C1=CC=CC=C1 (triphenylphosphine), O (water). The solvent is C1CCOC1 (THF). Product: NCC=1C=CC(=C(C1)S(=O)(=O)NC1CC1)Cl (5-(Aminomethyl)-2-chloro-N-cyclopropylbenzenesulfonamide). Reaction SMILES: [N:1]([CH2:4][C:5]1[CH:6]=[CH:7][C:8]([Cl:18])=[C:9]([S:11]([NH:14][CH:15]2[CH2:17][CH2:16]2)(=[O:13])=[O:12])[CH:10]=1)=[N+]=[N-].C1(P(C2C=CC=CC=2)C2C=CC=CC=2)C=CC=CC=1.O>C1COCC1>[NH2:1][CH2:4][C:5]1[CH:6]=[CH:7][C:8]([Cl:18])=[C:9]([S:11]([NH:14][CH:15]2[CH2:17][CH2:16]2)(=[O:13])=[O:12])[CH:10]=1. Reported procedure: A round bottom flask was charged with 5-(azidomethyl)-2-chloro-N-cyclopropylbenzenesulfonamide (1.40 g, 4.87 mmol), THF (40 mL), triphenylphosphine (1.6 g, 6.43 mmol) and water (0.11 mL, 6.43 mmol) at 0° C. and the reaction was stirred at room temperature over night. The solvents were removed and the residue was dissolved in MTBE and 20% HCl in dioxane was added dropwise at 0° C. The resulting salt was collected and washed with EtOAc. The salt was then neutralized with 6N NaOH and extracted with...